From a dataset of the Open Reaction Database (ORD), a public repository of structured organic reaction records. describe an organic reaction: reactants, conditions, products, and yield Reaction SMILES: [CH2:45]([Cl:46])[Cl:47].[CH3:31][N:32]([c:33]1[cH:34][cH:35][cH:36][cH:37][n:38]1)[CH3:39].[CH3:40][S:41]([Cl:42])(=[O:43])=[O:44].[CH:1]1([C:7]2([CH2:22][OH:23])[CH2:8][CH:9]3[CH2:10][CH2:11][CH:12]([CH2:13]2)[N:14]3[C:15](=[O:16])[O:17][C:18]([CH3:19])([CH3:20])[CH3:21])[CH2:2][CH2:3][CH2:4][CH2:5][CH2:6]1.[CH:24]([NH:25][CH:26]([CH3:27])[CH3:28])([CH3:29])[CH3:30]>>[CH:1]1([C:7]2([CH2:22][O:23][S:41]([CH3:40])(=[O:43])=[O:44])[CH2:8][CH:9]3[CH2:10][CH2:11][CH:12]([CH2:13]2)[N:14]3[C:15](=[O:16])[O:17][C:18]([CH3:19])([CH3:20])[CH3:21])[CH2:2][CH2:3][CH2:4][CH2:5][CH2:6]1. Yields the product CC(C)(C)OC(=O)N1C2CCC1CC(COS(C)(=O)=O)(C1CCCCC1)C2. The reactants are ClCCl, CN(C)c1ccccn1, CS(=O)(=O)Cl, CC(C)(C)OC(=O)N1C2CCC1CC(CO)(C1CCCCC1)C2, CC(C)NC(C)C. Procedure: [6-(1H-Indol-3-yl)-6H-phenanthridin-5-yl]-(3-methoxy-phenyl)-methanone was prepared from phenanthridine, 3-methoxybenzoyl chloride, and indole according to GP 2. Yield, 84%. 1H-NMR (CD3OD): δ=3.62 (s, 3H), 6.19 (s, 1H), 6.37 (s, br., 1H), 6.71-6.86 (m, 3H), 6.91 (dd, J=8.1 Hz, J=1.9 Hz, 1H), 7.02-7.26 (m, 5H), 7.32 (s, br., 1H), 7.39-7.48 (m, 2H), 7.54 (td, J=7.1 Hz, J=2.5 Hz, 1H), 7.90 (dd, J=7.9 Hz, J=1.2 Hz, 1H), 7.97 (s, br., 1H), 8.06 (d, J=7.8 Hz, 1H); (+)-ESI-MS: m/z=431 [M+H]+, 314 [M-in... Product: N1C=C(C2=CC=CC=C12)C1N(C=2C=CC=CC2C2=CC=CC=C12)C(=O)C1=CC(=CC=C1)OC ([6-(1H-Indol-3-yl)-6H-phenanthridin-5-yl]-(3-methoxy-phenyl)-methanone). Reaction SMILES: [CH:1]1[C:14]2[C:5](=[N:6][CH:7]=[C:8]3[C:13]=2[CH:12]=[CH:11][CH:10]=[CH:9]3)[CH:4]=[CH:3][CH:2]=1.[CH3:15][O:16][C:17]1[CH:18]=[C:19]([CH:23]=[CH:24][CH:25]=1)[C:20](Cl)=[O:21].[NH:26]1[C:34]2[C:29](=[CH:30][CH:31]=[CH:32][CH:33]=2)[CH:28]=[CH:27]1>>[NH:26]1[C:34]2[C:29](=[CH:30][CH:31]=[CH:32][CH:33]=2)[C:28]([CH:7]2[C:8]3[C:13](=[CH:12][CH:11]=[CH:10][CH:9]=3)[C:14]3[CH:1]=[CH:2][CH:3]=[CH:4][C:5]=3[N:6]2[C:20]([C:19]2[CH:23]=[CH:24][CH:25]=[C:17]([O:16][CH3:15])[CH:18]=2)=[O:21])=[CH:27]1. Starting materials: M-indole, C1=CC=CC2=NC=C3C=CC=CC3=C12 (phenanthridine), COC=1C=C(C(=O)Cl)C=CC1 (3-methoxybenzoyl chloride), N1C=CC2=CC=CC=C12 (indole). Reactants: CN1CC2=C(C(C1)O)C=CO2 (6-methyl-4,5,6,7-tetrahydrofuro[2,3-c]pyridin-4-ol), ClC1=C(C=C(C=C1C)F)C (4-chloro-1-fluoro-3,5-dimethylbenzene). Product: Cl.ClC1=C(C=C(C=C1C)OC1C2=C(CN(C1)C)OC=C2)C (4-(4-Chloro-3,5-dimethylphenyloxy)-6-methyl-4,5,6,7-tetrahydrofuro[2,3-c]pyridine hydrochloride). As a reaction SMILES: [CH3:1][N:2]1[CH2:7][CH:6]([OH:8])[C:5]2[CH:9]=[CH:10][O:11][C:4]=2[CH2:3]1.[Cl:12][C:13]1[C:18]([CH3:19])=[CH:17][C:16](F)=[CH:15][C:14]=1[CH3:21]>>[ClH:12].[Cl:12][C:13]1[C:18]([CH3:19])=[CH:17][C:16]([O:8][CH:6]2[CH2:7][N:2]([CH3:1])[CH2:3][C:4]3[O:11][CH:10]=[CH:9][C:5]2=3)=[CH:15][C:14]=1[CH3:21] |f:2.3|. Reported procedure: The same method as in Example 3 was conducted using 6-methyl-4,5,6,7-tetrahydrofuro[2,3-c]pyridin-4-ol (Reference Example 1) instead of 6-methyl-4,5,6,7-tetrahydrothieno[2,3-c]pyridin-4-ol (Reference Example 6) and was conducted using 4-chloro-1-fluoro-3,5-dimethylbenzene instead of 1,3-difluorobenzene to give the objective compound. Starting materials: cuprous oxide, C(C)(=O)OC=1C=C2C(CC(OC2=CC1Cl)(C)COC1=CC=C(C=C1)N)=O (6-acetoxy-2-(4-aminophenoxymethyl)-7-chloro-2-methyl-4-oxochroman), C(C=C)(=O)OCC (ethyl acrylate), Cl (hydrochloric acid), N(=O)[O-].[Na+] (sodium nitrite). The solvent is CC(=O)C (acetone), O (water). The product is C(C)(=O)OC=1C=C2C(CC(OC2=CC1Cl)(C)COC1=CC=C(C=C1)CC(C(=O)OCC)Cl)=O (Ethyl 3-[4-(6-acetoxy-7-chloro-2-methyl-4-oxochroman-2-ylmethoxy)phenyl]-2-chloropropionate). Reaction SMILES: [C:1]([O:4][C:5]1[CH:6]=[C:7]2[C:12](=[CH:13][C:14]=1[Cl:15])[O:11][C:10]([CH2:17][O:18][C:19]1[CH:24]=[CH:23][C:22](N)=[CH:21][CH:20]=1)([CH3:16])[CH2:9][C:8]2=[O:26])(=[O:3])[CH3:2].[ClH:27].N([O-])=O.[Na+].[C:32]([O:36][CH2:37][CH3:38])(=[O:35])[CH:33]=[CH2:34]>O.CC(C)=O>[C:1]([O:4][C:5]1[CH:6]=[C:7]2[C:12](=[CH:13][C:14]=1[Cl:15])[O:11][C:10]([CH2:17][O:18][C:19]1[CH:24]=[CH:23][C:22]([CH2:34][CH:33]([Cl:27])[C:32]([O:36][CH2:37][CH3:38])=[O:35])=[CH:21][CH:20]=1)([CH3:16])[CH2:9][C:8]2=[O:26])(=[O:3])[CH3:2] |f:2.3|. Procedure: A procedure similar to that described in Preparation 5 was repeated, except that 1.44 g of 6-acetoxy-2-(4-aminophenoxymethyl)-7-chloro-2-methyl-4-oxochroman (prepared as described in Preparation 36), 1.8 ml of concentrated aqueous hydrochloric acid, 330 mg of sodium nitrite, 18 ml of acetone, 3.7 ml of ethyl acrylate, 330 mg of cuprous oxide and 3 ml of water were reacted, to afford 600 mg of the title compound as a pale yellow oil. Starting materials: BrC1=CC=C(S1)C1=NNC=C1C1=CC=NC=C1 (4-[3-(5-bromo-2-thienyl)-1H-pyrazol-4-yl]pyridine), BrCC(C)C (1-bromo-2-methylpropane), C([O-])([O-])=O.[Cs+].[Cs+] (cesium carbonate), ClCCl (dichloromethane). Solvent: CN(C=O)C (N,N-dimethylformamide), O (water). Run at time 8 hour. The product is C(C(C)C)N1N=C(C(=C1)C1=CC=NC=C1)C=1SC(=CC1)Br (4-[1-isobutyl-3-(5-bromo-2-thienyl)-1H-pyrazol-4-yl]pyridine). The yield is 56.8%. As a reaction SMILES: [Br:1][C:2]1[S:6][C:5]([C:7]2[C:11]([C:12]3[CH:17]=[CH:16][N:15]=[CH:14][CH:13]=3)=[CH:10][NH:9][N:8]=2)=[CH:4][CH:3]=1.Br[CH2:19][CH:20]([CH3:22])[CH3:21].C(=O)([O-])[O-].[Cs+].[Cs+].ClCCl>CN(C)C=O.O>[CH2:19]([N:9]1[CH:10]=[C:11]([C:12]2[CH:17]=[CH:16][N:15]=[CH:14][CH:13]=2)[C:7]([C:5]2[S:6][C:2]([Br:1])=[CH:3][CH:4]=2)=[N:8]1)[CH:20]([CH3:22])[CH3:21] |f:2.3.4|. Reported procedure: To a solution of 4-[3-(5-bromo-2-thienyl)-1H-pyrazol-4-yl]pyridine (1 eq, 8.8 mmol) in 50 mL N,N-dimethylformamide were added 1-bromo-2-methylpropane (1.5 eq, 13.2 mmol) and cesium carbonate (1.1 eq, 9.7 mmol). The reaction mixture was stirred overnight at room temperature and poured in 500 mL of water. The resulting precipitate was filtered and dried. The solid was then recristallised in a mixture diisopropylether:dichloromethane to afford 1.81 g of 4-[1-isobutyl-3-(5-bromo-2-thienyl)-1H-pyrazo... The reactants are CO, CC1CC1c1n[nH]c2ncc([N+](=O)[O-])cc12, [H][H]. Product: CC1CC1c1n[nH]c2ncc(N)cc12. As a reaction SMILES: [CH3:19][OH:20].[CH3:1][CH:2]1[CH:3]([c:5]2[n:6][nH:7][c:8]3[n:9][cH:10][c:11]([N+:14]([O-:15])=[O:16])[cH:12][c:13]23)[CH2:4]1.[H:17][H:18]>>[CH3:1][CH:2]1[CH:3]([c:5]2[n:6][nH:7][c:8]3[n:9][cH:10][c:11]([NH2:14])[cH:12][c:13]23)[CH2:4]1. Reactants: CCNc1nc(C(F)(F)F)ccc1C=CC(=O)O, COc1nc(OC)nc([N+]2(C)CCOCC2)n1, [Cl-], Cl, CC(N)c1cc(F)c(NS(C)(=O)=O)c(F)c1, O. The product is CCNc1nc(C(F)(F)F)ccc1C=CC(=O)NC(C)c1cc(F)c(NS(C)(=O)=O)c(F)c1. As a reaction SMILES: [CH2:37]([CH3:38])[NH:39][c:40]1[n:41][c:42]([C:51]([F:52])([F:53])[F:54])[cH:43][cH:44][c:45]1[CH:46]=[CH:47][C:48](=[O:49])[OH:50].[CH3:20][O:21][c:22]1[n:23][c:24]([O:25][CH3:26])[n:27][c:28]([N+:29]2([CH3:30])[CH2:31][CH2:32][O:33][CH2:34][CH2:35]2)[n:36]1.[Cl-:19].[ClH:17].[NH2:1][CH:2]([CH3:3])[c:4]1[cH:5][c:6]([F:16])[c:7]([NH:11][S:12](=[O:13])(=[O:14])[CH3:15])[c:8]([F:10])[cH:9]1.[OH2:18]>>[NH:1]([CH:2]([CH3:3])[c:4]1[cH:5][c:6]([F:16])[c:7]([NH:11][S:12](=[O:13])(=[O:14])[CH3:15])[c:8]([F:10])[cH:9]1)[C:48]([CH:47]=[CH:46][c:45]1[c:40]([NH:39][CH2:37][CH3:38])[n:41][c:42]([C:51]([F:52])([F:53])[F:54])[cH:43][cH:44]1)=[O:49].